From a dataset of the Open Reaction Database (ORD), a public repository of structured organic reaction records. describe an organic reaction: reactants, conditions, products, and yield Reactants: C1(=CC(=CC=C1)[Mg]Cl)C (m-tolylmagnesium chloride), C1=CC=C2C(=C1)C=CC3=CC=CC=C3C2=O (dibenzosuberenone). Product: CC=1C=C(C=CC1)C1(C2=C(C=CC3=C1C=CC=C3)C=CC=C2)O (5-(3-Methylphenyl)-5H-dibenzo[a,d]cyclohepten-5-ol). RXN SMILES: [C:1]1([CH3:9])[CH:6]=[CH:5][CH:4]=[C:3]([Mg]Cl)[CH:2]=1.[CH:10]1[CH:15]=[C:14]2[CH:16]=[CH:17][C:18]3[C:23]([C:24](=[O:25])[C:13]2=[CH:12][CH:11]=1)=[CH:22][CH:21]=[CH:20][CH:19]=3>>[CH3:9][C:1]1[CH:2]=[C:3]([C:24]2([OH:25])[C:13]3[CH:12]=[CH:11][CH:10]=[CH:15][C:14]=3[CH:16]=[CH:17][C:18]3[CH:19]=[CH:20][CH:21]=[CH:22][C:23]2=3)[CH:4]=[CH:5][CH:6]=1. Reported procedure: m-tolylmagnesium chloride and dibenzosuberenone; The reactants are [Br-], Cc1ccccc1, COc1ccc(C(=O)c2ccc(OC)cc2)cc1, C[Mg+], CCOCC, CC(=O)O, [Cl-], [NH4+], O. Product: C=C(c1ccc(OC)cc1)c1ccc(OC)cc1. As a reaction SMILES: [Br-:26].[CH3:19][c:20]1[cH:21][cH:22][cH:23][cH:24][cH:25]1.[CH3:1][O:2][c:3]1[cH:4][cH:5][c:6]([C:7](=[O:8])[c:9]2[cH:10][cH:11][c:12]([O:15][CH3:16])[cH:13][cH:14]2)[cH:17][cH:18]1.[CH3:27][Mg+:28].[CH3:31][CH2:32][O:33][CH2:34][CH3:35].[CH3:37][C:38](=[O:39])[OH:40].[Cl-:29].[NH4+:30].[OH2:36]>>[CH3:1][O:2][c:3]1[cH:4][cH:5][c:6]([C:7]([c:9]2[cH:10][cH:11][c:12]([O:15][CH3:16])[cH:13][cH:14]2)=[CH2:19])[cH:17][cH:18]1. Reactants: O=O (oxygen), solution, C[Si]([N-][Si](C)(C)C)(C)C.[Li+] (lithium hexamethyldisilazide), C(C1=CC=CC=C1)N1C2=CC=CC=C2C=2C=CC(=C(C12)SC)CC(=O)OC(C)(C)C (tert-butyl (9-benzyl-1-methylthiocarbazol-2-yl)acetate), [Cl-].[NH4+] (ammonium chloride). The solvent is O1CCCC1 (tetrahydrofuran), O1CCCC1 (tetrahydrofuran). Yields the product C(C1=CC=CC=C1)N1C2=CC=CC=C2C=2C=CC(=C(C12)SC)C(C(=O)OC(C)(C)C)O (tert-Butyl (9-benzyl-1-methylthiocarbazol-2-yl)hydroxyacetate). RXN SMILES: C[Si](C)(C)[N-][Si](C)(C)C.[Li+].[CH2:11]([N:18]1[C:30]2[C:29]([S:31][CH3:32])=[C:28]([CH2:33][C:34]([O:36][C:37]([CH3:40])([CH3:39])[CH3:38])=[O:35])[CH:27]=[CH:26][C:25]=2[C:24]2[C:19]1=[CH:20][CH:21]=[CH:22][CH:23]=2)[C:12]1[CH:17]=[CH:16][CH:15]=[CH:14][CH:13]=1.[O:41]=O.[Cl-].[NH4+]>O1CCCC1>[CH2:11]([N:18]1[C:30]2[C:29]([S:31][CH3:32])=[C:28]([CH:33]([OH:41])[C:34]([O:36][C:37]([CH3:40])([CH3:39])[CH3:38])=[O:35])[CH:27]=[CH:26][C:25]=2[C:24]2[C:19]1=[CH:20][CH:21]=[CH:22][CH:23]=2)[C:12]1[CH:17]=[CH:16][CH:15]=[CH:14][CH:13]=1 |f:0.1,4.5|. Procedure details: 0.47 ml of a 1.0M solution of lithium hexamethyldisilazide in tetrahydrofuran was added, with ice-cooling, to a solution of 65 mg of tert-butyl (9-benzyl-1-methylthiocarbazol-2-yl)acetate, as obtained in Example 4, in 5 ml of tetrahydrofuran. The reaction mixture was then stirred for 1 hour in the presence of atmospheric oxygen. After this time, a saturated aqueous solution of ammonium chloride was added to the reaction mixture. The aqueous layer was extracted with ethyl acetate and the organic ...